From a dataset of the Open Reaction Database (ORD), a public repository of structured organic reaction records. describe an organic reaction: reactants, conditions, products, and yield The reactants are CC(C)(C)[Si](C)(C)OC1CCC(=O)CC1, CC(=O)O[BH-](OC(C)=O)OC(C)=O, Nc1cnnn1Cc1ccccc1, CC(=O)O, [Na+]. Product: CC(C)(C)[Si](C)(C)OC1CCC(Nc2cnnn2Cc2ccccc2)CC1. Reaction SMILES: [C:14]([CH3:15])([CH3:16])([CH3:17])[Si:18]([O:19][CH:20]1[CH2:21][CH2:22][C:23](=[O:26])[CH2:24][CH2:25]1)([CH3:27])[CH3:28].[C:29]([O:30][BH-:31]([O:32][C:33](=[O:34])[CH3:35])[O:36][C:37](=[O:38])[CH3:39])(=[O:40])[CH3:41].[CH2:1]([c:2]1[cH:3][cH:4][cH:5][cH:6][cH:7]1)[n:8]1[n:9][n:10][cH:11][c:12]1[NH2:13].[CH3:43][C:44](=[O:45])[OH:46].[Na+:42]>>[CH2:1]([c:2]1[cH:3][cH:4][cH:5][cH:6][cH:7]1)[n:8]1[n:9][n:10][cH:11][c:12]1[NH:13][CH:23]1[CH2:22][CH2:21][CH:20]([O:19][Si:18]([C:14]([CH3:15])([CH3:16])[CH3:17])([CH3:27])[CH3:28])[CH2:25][CH2:24]1.